From a dataset of the Open Reaction Database (ORD), a public repository of structured organic reaction records. describe an organic reaction: reactants, conditions, products, and yield The reactants are C(CCC)[Li] (n-butyllithium), Cl (HCl), C(CCC)C1=CC=C(S1)C(C)=NO (1-(5-butylthiophen-2-yl)-ethanone oxime), C(CCCCCCC)C1=CC=C(C(=O)OC)C=C1 (methyl 4-octylbenzoate). Run in O1CCCC1 (tetrahydrofuran), O1CCCC1 (tetrahydrofuran). Conditions: temperature 0 celsius, time 30 minute. The product is C(CCC)C1=CC=C(S1)C1=NOC(=C1)C1=CC=C(C=C1)CCCCCCCC (3-(5-butylthiophen-2-yl)-5-(4-octylphenyl)-isoxazole). As a reaction SMILES: [CH2:1]([C:5]1[S:9][C:8]([C:10](=[N:12][OH:13])[CH3:11])=[CH:7][CH:6]=1)[CH2:2][CH2:3][CH3:4].C([Li])CCC.[CH2:19]([C:27]1[CH:36]=[CH:35][C:30]([C:31](OC)=O)=[CH:29][CH:28]=1)[CH2:20][CH2:21][CH2:22][CH2:23][CH2:24][CH2:25][CH3:26].Cl>O1CCCC1>[CH2:1]([C:5]1[S:9][C:8]([C:10]2[CH:11]=[C:31]([C:30]3[CH:35]=[CH:36][C:27]([CH2:19][CH2:20][CH2:21][CH2:22][CH2:23][CH2:24][CH2:25][CH3:26])=[CH:28][CH:29]=3)[O:13][N:12]=2)=[CH:7][CH:6]=1)[CH2:2][CH2:3][CH3:4]. Reported procedure: The 1-(5-butylthiophen-2-yl)-ethanone oxime obtained in step 2 is dissolved in tetrahydrofuran under an inert gas atmosphere and doubly deprotonated with 2 equivalents of n-butyllithium at 0° C. The solution is admixed with a solution of 0.5 equivalents of methyl 4-octylbenzoate in tetrahydrofuran, and the mixture is stirred for 30 min at 0° C., then admixed with 3 M HCl and refluxed for 1 h. Customary work-up followed by purification by column chromatography over silica gel 60 (eluent: dichloro... The reactants are CCOC(=O)CC(=O)OCC, CCOP(=O)(Cl)OCC, CN1CC(=O)Nc2ccccc2C1=O, CC(=O)O, [H-], [Na+], C1CCOC1, O. Yields the product CCOC(=O)C(C(=O)OCC)=C1CN(C)C(=O)c2ccccc2N1. RXN SMILES: [C:1]([CH2:2][C:3](=[O:4])[O:5][CH2:6][CH3:7])(=[O:8])[O:9][CH2:10][CH3:11].[CH2:14]([O:15][P:16]([Cl:17])([O:18][CH2:19][CH3:20])=[O:21])[CH3:22].[CH3:23][N:24]1[CH2:25][C:26](=[O:36])[NH:27][c:28]2[c:29]([cH:32][cH:33][cH:34][cH:35]2)[C:30]1=[O:31].[CH3:43][C:44](=[O:45])[OH:46].[H-:12].[Na+:13].[O:37]1[CH2:38][CH2:39][CH2:40][CH2:41]1.[OH2:42]>>[C:1]([C:2]([C:3](=[O:4])[O:5][CH2:6][CH3:7])=[C:26]1[CH2:25][N:24]([CH3:23])[C:30](=[O:31])[c:29]2[c:28]([cH:35][cH:34][cH:33][cH:32]2)[NH:27]1)(=[O:8])[O:9][CH2:10][CH3:11]. Reactants: O1CCN2CC(C3=CC=CC1=C23)CN2C(C3=CC=CC=C3C2=O)=O ((rac)-2-(2,3,5,6-tetrahydro[1,4]oxazino[2,3,4-hi]indol-6-ylmethyl)-1H-isoindole-1,3(2H)-dione), II (iodine), II (iodine), II (iodine). The reagents and catalysts are FC(C(=O)[O-])(F)F.[Ag+] (silver trifluoroacetate), FC(C(=O)[O-])(F)F.[Ag+] (silver trifluoroacetate), FC(C(=O)[O-])(F)F.[Ag+] (Silver trifluoroacetate). Solvent: C(Cl)(Cl)Cl (CHCl3), C(Cl)(Cl)Cl (CHCl3), C(Cl)(Cl)Cl (CHCl3), C(Cl)(Cl)Cl (CHCl3). Run at time 68 hour. Yields the product IC=1C=C2C(CN3C2=C(C1)OCC3)CN3C(C1=CC=CC=C1C3=O)=O ((rac)-2-[(8-iodo-2,3,5,6-tetrahydro[1,4]oxazino[2,3,4-hi]indol-6-yl)methyl]-1H-isoindole-1,3(2H)-dione). RXN SMILES: [O:1]1[C:11]2=[C:12]3[C:7](=[CH:8][CH:9]=[CH:10]2)[CH:6]([CH2:13][N:14]2[C:22](=[O:23])[C:21]4[C:16](=[CH:17][CH:18]=[CH:19][CH:20]=4)[C:15]2=[O:24])[CH2:5][N:4]3[CH2:3][CH2:2]1.[I:25]I>C(Cl)(Cl)Cl.FC(F)(F)C([O-])=O.[Ag+]>[I:25][C:9]1[CH:8]=[C:7]2[C:12]3=[C:11]([O:1][CH2:2][CH2:3][N:4]3[CH2:5][CH:6]2[CH2:13][N:14]2[C:22](=[O:23])[C:21]3[C:16](=[CH:17][CH:18]=[CH:19][CH:20]=3)[C:15]2=[O:24])[CH:10]=1 |f:3.4|. Reported procedure: To a suspension of (rac)-2-(2,3,5,6-tetrahydro[1,4]oxazino[2,3,4-hi]indol-6-ylmethyl)-1H-isoindole-1,3(2H)-dione (0.081 g, 0.253 mmol) and silver trifluoroacetate (0.059 g, 0.266 mmol) in CHCl3 (2.0 mL) was added a solution of iodine (0.067 g, 0.266 mmol) in CHCl3 (8.0 mL) dropwise at rt. The mixture was stirred for 68 h. Silver trifluoroacetate (0.03 g, 0.136 mmol) and solution of iodine (0.035 g, 0.136 mmol) in CHCl3 (6.0 mL) were added. The mixture was stirred at rt for 4 h and added again si... The reactants are C(C1C(CCCC1)=O)C1C(CCCC1)=O (2,2'-methylenebiscyclohexanone), C([O-])([O-])=O.[Na+].[Na+] (sodium carbonate), C(C)(=O)OO (peracetic acid). The solvent is C(CCl)Cl (ethylene dichloride), C(CCl)Cl (ethylene dichloride). Yields the product C(C1CCCCC(=O)O1)C1CCCCC(=O)O1 (6,6'-methylenebis-(6-hexanolide)). The yield is 85.4%. As a reaction SMILES: [CH2:1]([CH:9]1C[CH2:13][CH2:12][CH2:11][C:10]1=O)[CH:2]1[CH2:7][CH2:6][CH2:5][CH2:4][C:3]1=[O:8].[C:16](=[O:19])([O-:18])[O-].[Na+].[Na+].C(OO)(=[O:24])C>C(Cl)CCl>[CH2:1]([CH:2]1[O:24][C:3](=[O:8])[CH2:4][CH2:5][CH2:6][CH2:7]1)[CH:9]1[O:18][C:16](=[O:19])[CH2:13][CH2:12][CH2:11][CH2:10]1 |f:1.2.3|. Procedure: To a mixture comprising 20.8 g of 2,2'-methylenebiscyclohexanone and 50 g of powdered anhydrous sodium carbonate, 100 ml of ethylene dichloride was added with stirring. To the resulting solution, a mixture comprising 47.5 g of 40% peracetic acid and 50 ml of ethylene dichloride was added dropwise at 20°-25° C. over a period of about 2 hours. Following stirring for another 3 hours, the reaction mixture was washed first with water, then with a saturated Mohr's salt solution to decompose unreacted ... Starting materials: ON1N=NC2=C1C=CC=C2 (1-hydroxybenzotriazole), Cl.CN(CCCN=C=NCC)C (1-(3-dimethylaminopropyl)-3-ethylcarbodiimide hydrochloride), OCC1CC(C2CNCC2C1)(O)C1=C(C=CC=C1)F ((3aRS,4RS,6SR,7aSR)-6-hydroxymethyl-4-(2-fluorophenyl)perhydroisoindol-4-ol), COC1=C(C=CC=C1)CC(=O)O (2-methoxyphenylacetic acid). The solvent is ClCCl (dichloromethane). Conditions: time 18 hour. The product is OCC1CC(C2CN(CC2C1)C(CC1=C(C=CC=C1)OC)=O)(O)C1=C(C=CC=C1)F ((3aRS,4RS,6SR,7aSR)-6-hydroxymethyl-4-(2-fluorophenyl)-2-(2-methoxyphenylacetyl)perhydroisoindol-4-ol). Isolated yield 57.7%. As a reaction SMILES: ON1C2C=CC=CC=2N=N1.Cl.CN(C)CCCN=C=NCC.[OH:23][CH2:24][CH:25]1[CH2:33][CH:32]2[CH:28]([CH2:29][NH:30][CH2:31]2)[C:27]([C:35]2[CH:40]=[CH:39][CH:38]=[CH:37][C:36]=2[F:41])([OH:34])[CH2:26]1.[CH3:42][O:43][C:44]1[CH:49]=[CH:48][CH:47]=[CH:46][C:45]=1[CH2:50][C:51](O)=[O:52]>ClCCl>[OH:23][CH2:24][CH:25]1[CH2:33][CH:32]2[CH:28]([CH2:29][N:30]([C:51](=[O:52])[CH2:50][C:45]3[CH:46]=[CH:47][CH:48]=[CH:49][C:44]=3[O:43][CH3:42])[CH2:31]2)[C:27]([C:35]2[CH:40]=[CH:39][CH:38]=[CH:37][C:36]=2[F:41])([OH:34])[CH2:26]1 |f:1.2|. Reported procedure: 0.066 g of 1-hydroxybenzotriazole and 1.15 g of 1-(3-dimethylaminopropyl)-3-ethylcarbodiimide hydrochloride are added to a solution, cooled to 0° C., of 1.48 g of (3aRS,4RS,6SR,7aSR)-6-hydroxymethyl-4-(2-fluorophenyl)perhydroisoindol-4-ol and 0.98 g of 2-methoxyphenylacetic acid in 20 cm3 of dichloromethane. The mixture is stirred at room temperature for 18 hours and then the organic phase is washed with 20 cm3 of water and subsequently with 20 cm3 of saturated aqueous sodium chloride solution, ... The reactants are Clc1ccc2oc(SCCBr)nc2c1, O=C([O-])[O-], Clc1ccc(C(OC2CCNCC2)c2ccccn2)cc1, [K+], [K+], C1COCCO1. The product is Clc1ccc(C(OC2CCN(CCSc3nc4cc(Cl)ccc4o3)CC2)c2ccccn2)cc1. Reaction SMILES: [Br:22][CH2:23][CH2:24][S:25][c:26]1[o:27][c:28]2[c:29]([n:30]1)[cH:31][c:32]([Cl:35])[cH:33][cH:34]2.[C:36](=[O:37])([O-:38])[O-:39].[Cl:1][c:2]1[cH:3][cH:4][c:5]([CH:8]([O:9][CH:10]2[CH2:11][CH2:12][NH:13][CH2:14][CH2:15]2)[c:16]2[n:17][cH:18][cH:19][cH:20][cH:21]2)[cH:6][cH:7]1.[K+:40].[K+:41].[O:42]1[CH2:43][CH2:44][O:45][CH2:46][CH2:47]1>>[Cl:1][c:2]1[cH:3][cH:4][c:5]([CH:8]([O:9][CH:10]2[CH2:11][CH2:12][N:13]([CH2:23][CH2:24][S:25][c:26]3[o:27][c:28]4[c:29]([n:30]3)[cH:31][c:32]([Cl:35])[cH:33][cH:34]4)[CH2:14][CH2:15]2)[c:16]2[n:17][cH:18][cH:19][cH:20][cH:21]2)[cH:6][cH:7]1. Starting materials: CCCC[N+](CCCC)(CCCC)CCCC, C[Si](C)(C)C#CC(O)c1ccccc1, [F-], C1CCOC1. Yields the product C#CC(O)c1ccccc1. Reaction SMILES: [CH2:16]([N+:17]([CH2:18][CH2:19][CH2:20][CH3:21])([CH2:22][CH2:23][CH2:24][CH3:25])[CH2:26][CH2:27][CH2:28][CH3:29])[CH2:30][CH2:31][CH3:32].[CH3:1][Si:2]([CH3:3])([CH3:4])[C:5]#[C:6][CH:7]([OH:8])[c:9]1[cH:10][cH:11][cH:12][cH:13][cH:14]1.[F-:15].[O:33]1[CH2:34][CH2:35][CH2:36][CH2:37]1>>[CH:5]#[C:6][CH:7]([OH:8])[c:9]1[cH:10][cH:11][cH:12][cH:13][cH:14]1. Reactants: C(=O)([O-])[O-].[K+].[K+] (K2CO3), Cl.C(C)(=N)N (acetamidine hydrochloride), C(=O)(OC(C)(C)C)N1CC(C(CC1)C(=O)OCC)=O (ethyl N—BOC-3-oxopiperidine-4-carboxylate), [Al] (aluminum). Run in CO (MeOH), O (H2O). The product is OC=1C2=C(N=C(N1)C)CN(CC2)C(=O)OC(C)(C)C (tert-butyl 4-hydroxy-2-methyl-5,6-dihydropyrido[3,4-d]pyrimidine-7(8H)-carboxylate). RXN SMILES: C([O-])([O-])=O.[K+].[K+].Cl.[C:8]([NH2:11])(=[NH:10])[CH3:9].[C:12]([N:19]1[CH2:24][CH2:23][CH:22]([C:25](OCC)=[O:26])[C:21](=O)[CH2:20]1)([O:14][C:15]([CH3:18])([CH3:17])[CH3:16])=[O:13].[Al]>CO.O>[OH:26][C:25]1[C:22]2[CH2:23][CH2:24][N:19]([C:12]([O:14][C:15]([CH3:18])([CH3:17])[CH3:16])=[O:13])[CH2:20][C:21]=2[N:10]=[C:8]([CH3:9])[N:11]=1 |f:0.1.2,3.4|. Procedure details: K2CO3 (535 mg, 3.87 mmol) and acetamidine hydrochloride (185 mg, 1.93 mmol) were added to a suspension of ethyl N—BOC-3-oxopiperidine-4-carboxylate (525 mg, 1.93 mmol) in MeOH (3 mL) and H2O (1 mL) in a 40 mL vial. The reaction was heated in an aluminum block at 70° C. for 90 minutes. LCMS analysis indicated complete consumption of the starting material. The reaction mixture was then acidified to pH 3 and extracted with DCM (3×). The combined organic extracts were dried over MgSO4, filtered and ... Starting materials: ( 4.8 ), C(C(=O)Cl)(=O)Cl (oxalyl chloride), CC(C(=O)O)(COCC1=CC=CC=C1)C (2,2-Dimethyl-3-(phenylmethoxy)propanoic acid). Reagents/catalysts: CN(C=O)C (N,N-dimethylformamide). Solvent: ClCCl (dichloromethane). Run at temperature 0 celsius, time 5 hour. Yields the product CC(C(=O)Cl)(COCC1=CC=CC=C1)C (2,2-Dimethyl-3-(phenylmethoxy)propanoyl chloride). RXN SMILES: [CH3:1][C:2]([CH3:15])([CH2:6][O:7][CH2:8][C:9]1[CH:14]=[CH:13][CH:12]=[CH:11][CH:10]=1)[C:3](O)=[O:4].C(Cl)(=O)C([Cl:19])=O>CN(C)C=O.ClCCl>[CH3:1][C:2]([CH3:15])([CH2:6][O:7][CH2:8][C:9]1[CH:14]=[CH:13][CH:12]=[CH:11][CH:10]=1)[C:3]([Cl:19])=[O:4]. Reported procedure: Adapting procedures or variations thereof according to Lopez et al., Bioorg. & Med. Lett. 2003, 13(11), 1873-1878, a 500 mL round-bottomed flask equipped with a magnetic stirring bar was charged with 5.7 g (27.6 mmol) of 2,2-dimethyl-3-(phenylmethoxy)propanoic acid (26b), 20 mL of anhydrous dichloromethane (DCM), and 3 drops of N,N-dimethylformamide (DMF). Four-point-eight (4.8) mL (7.1 g, 55.2 mmol) of neat oxalyl chloride was slowly added to the solution. The reaction mixture was stirred at ca... Reactants: NC1=CC=CC=C1 (aniline), [N+](=O)([O-])C=1C=C(C(=O)Cl)C=C(C1)[N+](=O)[O-] (3,5-dinitrobenzoyl chloride), Cl (hydrochloric acid). Solvent: O (water). Product: [N+](=O)([O-])C=1C=C(C(=O)NC2=CC=CC=C2)C=C(C1)[N+](=O)[O-] (3,5-dinitrobenzanilide). The yield is 84.9%. As a reaction SMILES: [NH2:1][C:2]1[CH:7]=[CH:6][CH:5]=[CH:4][CH:3]=1.[N+:8]([C:11]1[CH:12]=[C:13]([CH:17]=[C:18]([N+:20]([O-:22])=[O:21])[CH:19]=1)[C:14](Cl)=[O:15])([O-:10])=[O:9].Cl>O>[N+:8]([C:11]1[CH:12]=[C:13]([CH:17]=[C:18]([N+:20]([O-:22])=[O:21])[CH:19]=1)[C:14]([NH:1][C:2]1[CH:7]=[CH:6][CH:5]=[CH:4][CH:3]=1)=[O:15])([O-:10])=[O:9]. Procedure: To 71 g of aniline was added 22.3 g of powdery 3,5-dinitrobenzoyl chloride with stirring. Generation of heat was observed until the temperature reached 50° C. A yellowish orange paste was obtained. The paste was stirred for 10 minutes and, then, when the liquid reaction mixture was poured into 1 l of water and the mixture was rendered acidic by concentrated hydrochloric acid (35%), a white precipitate was formed. The precipitate was recovered by filtration and dried to obtain 23.58 g of 3,5-dini...